From a dataset of the Open Reaction Database (ORD), a public repository of structured organic reaction records. describe an organic reaction: reactants, conditions, products, and yield Starting materials: CNC1=C(C=C2C(=C1)OCO2)[N+](=O)[O-] (2-methylamino-4,5-methylenedioxy-1-nitrobenzene), C[O-].[Na+] (sodium methylate), C(C)(=O)O (acetic acid). The solvent is CO (methanol), O (water), CO (methanol). Yields the product COC1=C(C=C(C(=C1)NC)[N+](=O)[O-])O (2-methoxy-4-methylamino-5-nitrophenol). As a reaction SMILES: [CH3:1][NH:2][C:3]1[CH:8]=[C:7]2[O:9][CH2:10][O:11][C:6]2=[CH:5][C:4]=1[N+:12]([O-:14])=[O:13].C[O-].[Na+].C(O)(=O)C>CO.O>[CH3:10][O:9][C:7]1[CH:8]=[C:3]([NH:2][CH3:1])[C:4]([N+:12]([O-:14])=[O:13])=[CH:5][C:6]=1[OH:11] |f:1.2|. Procedure details: A solution of 0.1 mol (19.6 g) of 2-methylamino-4,5-methylenedioxy-1-nitrobenzene, prepared according to Example 3, in 80 ml of a 30% strength solution of sodium methylate in methanol is brought for 15 minutes to the refluxing temperature of the methanol. The reaction medium is diluted with 500 ml of water. After the filtrate has been neutralized with acetic acid, the expected product precipitates. Starting materials: ClC1=CC=C(C=C1)C1=CC(=C(C=C1)C(F)(F)F)C=O (4′-chloro-4-trifluoromethylbiphenyl-3-carbaldehyde), ice, CC1(OC(CC1=O)(C)C)C (2,2,5,5-tetramethyldihydrofuran-3-one), C[O-].[Na+] (sodium methoxide). Solvent: COCCOC (1,2-dimethoxyethane), COCCOC (1,2-dimethoxyethane). Run at temperature 0 celsius, time 30 minute. Yields the product ClC1=CC=C(C=C1)C1=CC(=C(C=C1)C(F)(F)F)C=C1C(C(OC1(C)C)(C)C)=O (4-[1-(4′-chloro-4-trifluoromethylbiphenyl-3-yl)methylidene]-2,2,5,5-tetramethyldihydrofuran-3-one). Yield: 97.8%. RXN SMILES: [CH3:1][C:2]1([CH3:10])[C:6](=[O:7])[CH2:5][C:4]([CH3:9])([CH3:8])[O:3]1.C[O-].[Na+].[Cl:14][C:15]1[CH:20]=[CH:19][C:18]([C:21]2[CH:26]=[CH:25][C:24]([C:27]([F:30])([F:29])[F:28])=[C:23]([CH:31]=O)[CH:22]=2)=[CH:17][CH:16]=1>COCCOC>[Cl:14][C:15]1[CH:16]=[CH:17][C:18]([C:21]2[CH:26]=[CH:25][C:24]([C:27]([F:28])([F:29])[F:30])=[C:23]([CH:31]=[C:5]3[C:4]([CH3:9])([CH3:8])[O:3][C:2]([CH3:10])([CH3:1])[C:6]3=[O:7])[CH:22]=2)=[CH:19][CH:20]=1 |f:1.2|. Procedure: To an ice-cold solution of 2,2,5,5-tetramethyldihydrofuran-3-one (0.887 g, 6.25 mmoles) in 1,2-dimethoxyethane (10 ml) is added sodium methoxide (0.405 g, 7.50 mmoles) in one portion. The reaction mixture is stirred at 0° C. for 30 minutes, followed by the dropwise addition of 4′-chloro-4-trifluoromethylbiphenyl-3-carbaldehyde (1.779 g, 6.25 mmoles) as a solution in 1,2-dimethoxyethane (10 ml). The reaction mixture is stirred at 0° C. for 30 minutes and then at ambient temperature for a further ... The reactants are C(C)(C)(C)OC(=O)N1CCN(CC1)C1=NC=2N(C(N(C(C2N1CC=C(C)C)=O)CC(=O)O)=O)C (4-[1-carboxymethyl-3-methyl-7-(3-methylbut-2-enyl)-2,6-dioxo-2,3,6,7-tetrahydro-1H-purin-8-yl]piperazine-1-carboxylic acid tert-butyl ester), FC(C(=O)O)(F)F (trifluoroacetic acid). Reaction conditions: time 30 minute. The product is FC(C(=O)O)(F)F.CN1C(N(C(C=2N(C(=NC12)N1CCNCC1)CC=C(C)C)=O)CC(=O)O)=O ([3-Methyl-7-(3-methylbut-2-enyl)-2,6-dioxo-8-(piperazin-1-yl)-2,3,6,7-tetrahydropurin-1-yl]acetic acid trifluoroacetate). Reaction SMILES: C(OC([N:8]1[CH2:13][CH2:12][N:11]([C:14]2[N:22]([CH2:23][CH:24]=[C:25]([CH3:27])[CH3:26])[C:21]3[C:20](=[O:28])[N:19]([CH2:29][C:30]([OH:32])=[O:31])[C:18](=[O:33])[N:17]([CH3:34])[C:16]=3[N:15]=2)[CH2:10][CH2:9]1)=O)(C)(C)C.[F:35][C:36]([F:41])([F:40])[C:37]([OH:39])=[O:38]>>[F:35][C:36]([F:41])([F:40])[C:37]([OH:39])=[O:38].[CH3:34][N:17]1[C:16]2[N:15]=[C:14]([N:11]3[CH2:10][CH2:9][NH:8][CH2:13][CH2:12]3)[N:22]([CH2:23][CH:24]=[C:25]([CH3:27])[CH3:26])[C:21]=2[C:20](=[O:28])[N:19]([CH2:29][C:30]([OH:32])=[O:31])[C:18]1=[O:33] |f:2.3|. Procedure: 4-[3-Methyl-7-(3-methylbut-2-enyl)-2,6-dioxo-2,3,6,7-tetrahydro-1H-purin-8-yl]piperazine-1-carboxylic acid tert-butyl ester (70 mg) and potassium carbonate (28 mg) were dissolved in N,N-dimethylformamide (1.5 ml), and ethyl bromoacetate (22 μl) was added thereto. After stirring at room temperature overnight, the reaction mixture was diluted with ethyl acetate, and washed with water. The organic layer was concentrated by distillation, and ethanol (1.5 ml) and 2 N sodium hydroxide aqueous solution... Starting materials: CC(C)(C)OC(=O)N1CCCNCC1, ClCCl, CCN(C(C)C)C(C)C, O=S(=O)(Cl)c1ccccc1Cl. The product is CC(C)(C)OC(=O)N1CCCN(S(=O)(=O)c2ccccc2Cl)CC1. Reaction SMILES: [C:1](=[O:2])([O:3][C:4]([CH3:5])([CH3:6])[CH3:7])[N:8]1[CH2:9][CH2:10][NH:11][CH2:12][CH2:13][CH2:14]1.[CH2:35]([Cl:36])[Cl:37].[CH:15]([N:16]([CH2:17][CH3:18])[CH:19]([CH3:20])[CH3:21])([CH3:22])[CH3:23].[Cl:24][c:25]1[c:26]([S:31](=[O:32])(=[O:33])[Cl:34])[cH:27][cH:28][cH:29][cH:30]1>>[C:1](=[O:2])([O:3][C:4]([CH3:5])([CH3:6])[CH3:7])[N:8]1[CH2:9][CH2:10][N:11]([S:31]([c:26]2[c:25]([Cl:24])[cH:30][cH:29][cH:28][cH:27]2)(=[O:32])=[O:33])[CH2:12][CH2:13][CH2:14]1. Starting materials: CN(CC=1N=C(OC1)C(C)C)C(=O)N[C@@H](C)C(=O)O (N-((N-methyl-N-((2-isopropyl-4-oxazolyl)methyl)amino)carbonyl)-L-alanine), C(Cl)Cl (CH2Cl2), NC(CC(C(CC1=CC=CC=C1)NC(=O)OCC1=CN=CS1)O)CC1=CC=CC=C1 (5-amino-2-(N-((5-thiazolyl)methoxycarbonyl)amino)-1,6-diphenyl-3-hydroxyhexane), N[C@H](C[C@@H]([C@H](CC1=CC=CC=C1)NC(=O)OCC1=CC=NO1)O)CC1=CC=CC=C1 ((2S,3S,5S)-5-amino-2-(N-((5-isoxazolyl)methoxy-carbonyl)amino)-1,6-diphenyl-3-hydroxyhexane). Solvent: CO (CH3OH). Yields the product CN(CC=1N=C(OC1)C(C)C)C(=O)N[C@@H](C)C(=O)N[C@H](C[C@@H]([C@H](CC1=CC=CC=C1)NC(=O)OCC1=CC=NO1)O)CC1=CC=CC=C1 ((2S,3S,5S)-5-(N-(N-((N-Methyl-N-((2-isopropyl-4-oxazolyl)methyl)amino)carbonyl)-L-alaninyl)amino)-2-(N-((5-isoxazolyl)methoxycarbonyl)amino)-1,6-diphenyl-3-hydroxyhexane). The yield is 64.0%. RXN SMILES: [CH3:1][N:2]([C:12]([NH:14][C@H:15]([C:17]([OH:19])=O)[CH3:16])=[O:13])[CH2:3][C:4]1[N:5]=[C:6]([CH:9]([CH3:11])[CH3:10])[O:7][CH:8]=1.NC(CC1C=CC=CC=1)CC(O)C(NC(OCC1SC=NC=1)=O)CC1C=CC=CC=1.[NH2:50][C@@H:51]([CH2:73][C:74]1[CH:79]=[CH:78][CH:77]=[CH:76][CH:75]=1)[CH2:52][C@H:53]([OH:72])[C@@H:54]([NH:62][C:63]([O:65][CH2:66][C:67]1[O:71][N:70]=[CH:69][CH:68]=1)=[O:64])[CH2:55][C:56]1[CH:61]=[CH:60][CH:59]=[CH:58][CH:57]=1.C(Cl)Cl>CO>[CH3:1][N:2]([C:12]([NH:14][C@H:15]([C:17]([NH:50][C@@H:51]([CH2:73][C:74]1[CH:75]=[CH:76][CH:77]=[CH:78][CH:79]=1)[CH2:52][C@H:53]([OH:72])[C@@H:54]([NH:62][C:63]([O:65][CH2:66][C:67]1[O:71][N:70]=[CH:69][CH:68]=1)=[O:64])[CH2:55][C:56]1[CH:57]=[CH:58][CH:59]=[CH:60][CH:61]=1)=[O:19])[CH3:16])=[O:13])[CH2:3][C:4]1[N:5]=[C:6]([CH:9]([CH3:10])[CH3:11])[O:7][CH:8]=1. Procedure: Using the procedure of Example 1U but replacing N-((N-methyl-N-((2-isopropyl-4-thiazolyl)methyl)amino)carbonyl)-L-valine with N-((N-methyl-N-((2-isopropyl-4-oxazolyl)methyl)amino)carbonyl)-L-alanine and replacing 2S,3S,5S)-5-amino-2-(N-((5-thiazolyl)methoxycarbonyl)amino)-1,6-diphenyl-3-hydroxyhexane with (2S,3S,5S)-5-amino-2-(N-((5-isoxazolyl)methoxy-carbonyl)amino)-1,6-diphenyl-3-hydroxyhexane provided, after silica gel chromatography using 92:8 CH2Cl2:CH3OH, the desired compound (Rf 0.48, 92:... Starting materials: ( m ), ( 15 ), ( 16 ), ( 17 ), ( 39 ), ( s ), ( 10 ), ( 14 ), ( 14 ), ( 24 ), ( s ), ( 14 ), ( 49 ), ( 56 ), ( 38 ), ( m ), ( 18 ), ( m ), ( 17 ), ( m ), ( 100 ), ( s ), [Li+].[C-]#CC1=CC=CC=C1 (lithium phenylacetylide), ( s ), ( 11 ), CC1C(CCC1)=O (2-Methylcyclopentanone), ( 16 ), ( 13 ), ( s ), ( m ), ( 19 ), ( s ), ( w ), ( 20 ), ( 15 ), ( 65 ), ( 12 ), ( 22 ), ( 12 ), ( 18 ), ( 50 ), ( 29 ), ( 69 ). Solvent: C1CCOC1 (THF), C1CCOC1 (THF). Run at temperature 0 celsius. Product: CC1C(CCC1)(O)C#CC1=CC=CC=C1 (2-methyl-1-phenylethynylcyclopentanol). The yield is 60.0%. Reaction SMILES: [CH3:1][CH:2]1[CH2:6][CH2:5][CH2:4][C:3]1=[O:7].[Li+].[C-:9]#[C:10][C:11]1[CH:16]=[CH:15][CH:14]=[CH:13][CH:12]=1>C1COCC1>[CH3:1][CH:2]1[CH2:6][CH2:5][CH2:4][C:3]1([C:9]#[C:10][C:11]1[CH:16]=[CH:15][CH:14]=[CH:13][CH:12]=1)[OH:7] |f:1.2|. Procedure details: 2-Methylcyclopentanone (1.96 g, 19.9 mmol), dissolved in 10 mL of freshly distilled THF, was added dropwise via an additional funnel to an ice-bath cooled solution containing 25 mmol of lithium phenylacetylide (25 mL×1.0M) in 10 mL of THF. The reaction mixture during the addition was maintained at 0° C. and also kept under nitrogen purging. The reaction was maintained for an additional 2 hours at 0° C. and thenstirred at room temperature for 18 hour. The THF solution was quenched by ice water mi... The reactants are CN(C)CCNC(=O)CCl, [K+], [K+], O=C([O-])[O-], CN(C)C=O, CC(C)(C)OC(=O)n1ncc2cc(Nc3nc(-c4cccc(O)c4)nc4ccccc34)ccc21. Product: CN(C)CCNC(=O)COc1cccc(-c2nc(Nc3ccc4c(cnn4C(=O)OC(C)(C)C)c3)c3ccccc3n2)c1. Reaction SMILES: [Cl:35][CH2:36][C:37](=[O:38])[NH:39][CH2:40][CH2:41][N:42]([CH3:43])[CH3:44].[K+:45].[K+:46].[O-:47][C:48]([O-:49])=[O:50].[O:51]=[CH:52][N:53]([CH3:54])[CH3:55].[OH:1][c:2]1[cH:3][c:4](-[c:8]2[n:9][c:10]3[cH:11][cH:12][cH:13][cH:14][c:15]3[c:16]([NH:18][c:19]3[cH:20][c:21]4[cH:22][n:23][n:24]([C:28](=[O:29])[O:30][C:31]([CH3:32])([CH3:33])[CH3:34])[c:25]4[cH:26][cH:27]3)[n:17]2)[cH:5][cH:6][cH:7]1>>[O:1]([c:2]1[cH:3][c:4](-[c:8]2[n:9][c:10]3[cH:11][cH:12][cH:13][cH:14][c:15]3[c:16]([NH:18][c:19]3[cH:20][c:21]4[cH:22][n:23][n:24]([C:28](=[O:29])[O:30][C:31]([CH3:32])([CH3:33])[CH3:34])[c:25]4[cH:26][cH:27]3)[n:17]2)[cH:5][cH:6][cH:7]1)[CH2:36][C:37](=[O:38])[NH:39][CH2:40][CH2:41][N:42]([CH3:43])[CH3:44].